This data is from the Open Reaction Database (ORD), a public repository of structured organic reaction records. The task is: describe an organic reaction: reactants, conditions, products, and yield Reactants: CS(=O)(=O)O.C(C1=CC=CC=C1)OC(=O)NCC1=CC=C(C(=O)OC2=CC3=CC=C(C=C3C=C2)C(N)=N)C=C1 (6-amidino-2-naphthyl 4-benzyloxycarbonylaminomethylbenzoate methanesulfonate), CS(=O)(=O)O (methanesulfonic acid), CO (methanol), [H][H] (Hydrogen). The reagents and catalysts are [Pd] (Pd-C). Solvent: CN(C)C=O (DMF). Reaction conditions: time 3 hour. The product is NCC1=CC=C(C(=O)OC2=CC3=CC=C(C=C3C=C2)C(N)=N)C=C1 (6-amidino-2-naphthyl 4-aminomethylbenzoate). Isolated yield 103.3%. RXN SMILES: CO.CS(O)(=O)=O.C(OC([NH:18][CH2:19][C:20]1[CH:41]=[CH:40][C:23]([C:24]([O:26][C:27]2[CH:36]=[CH:35][C:34]3[C:29](=[CH:30][CH:31]=[C:32]([C:37](=[NH:39])[NH2:38])[CH:33]=3)[CH:28]=2)=[O:25])=[CH:22][CH:21]=1)=O)C1C=CC=CC=1.CS(O)(=O)=O.[H][H]>[Pd].CN(C=O)C>[NH2:18][CH2:19][C:20]1[CH:21]=[CH:22][C:23]([C:24]([O:26][C:27]2[CH:36]=[CH:35][C:34]3[C:29](=[CH:30][CH:31]=[C:32]([C:37](=[NH:38])[NH2:39])[CH:33]=3)[CH:28]=2)=[O:25])=[CH:40][CH:41]=1 |f:1.2|. Reported procedure: To a solvent mixture comprising 100 ml of methanol and 20 ml of DMF, were added 5.0 g 6-amidino-2-naphthyl 4-benzyloxycarbonylaminomethylbenzoate methanesulfonate, 1.0 g of 10% Pd-C and 1.1 g of methanesulfonic acid. Hydrogen was introduced into the mixture with vigorous stirring for 3 hours. After completion of the reaction, the reaction mixture was filtered and the filtrate was concentrated to about half the volume. Ethyl ether was added to the concentrate and the precipitated crystals were co... The reactants are CC(C)(C)OC(NCCCC(=O)NCOC)=O ([4-(Methoxymethylamino)-4-oxobutyl]carbamic acid 1,1-dimethylethyl ester), CN1N=CN=C1 (1-methyl-1H-1,2,4-triazole). The product is CC(C)(C)OC(NCCCC(=O)C1=NC=NN1C)=O ([4-(1-Methyl-1H-1,2,4-triazole-5-yl)-4-oxobutyl]carbamic acid 1,1-dimethylethyl ester). RXN SMILES: [CH3:1][C:2]([O:5][C:6](=[O:17])[NH:7][CH2:8][CH2:9][CH2:10][C:11](NCOC)=[O:12])([CH3:4])[CH3:3].[CH3:18][N:19]1[CH:23]=[N:22][CH:21]=[N:20]1>>[CH3:4][C:2]([O:5][C:6](=[O:17])[NH:7][CH2:8][CH2:9][CH2:10][C:11]([C:23]1[N:19]([CH3:18])[N:20]=[CH:21][N:22]=1)=[O:12])([CH3:1])[CH3:3]. Reported procedure: The subtitle compound was prepared according to the method of Example 43 step (b) using the product of Example 43 step (a) and 1-methyl-1H-1,2,4-triazole. Starting materials: O=C([O-])[O-], CN(C)C=O, CCOC(C)=O, COc1ccc(-c2nc(O)nn2-c2ccc(OC)cc2)cc1, ClCc1ncon1, [I-], [K+], [K+], [K+], O. Product: COc1ccc(-c2nc(OCc3ncon3)nn2-c2ccc(OC)cc2)cc1. Reaction SMILES: [C:1](=[O:2])([O-:3])[O-:4].[CH3:38][N:39]([CH3:40])[CH:41]=[O:42].[CH3:44][CH2:45][O:46][C:47](=[O:48])[CH3:49].[CH3:9][O:10][c:11]1[cH:12][cH:13][c:14](-[n:17]2[n:18][c:19]([OH:30])[n:20][c:21]2-[c:22]2[cH:23][cH:24][c:25]([O:28][CH3:29])[cH:26][cH:27]2)[cH:15][cH:16]1.[Cl:31][CH2:32][c:33]1[n:34][o:35][cH:36][n:37]1.[I-:8].[K+:5].[K+:6].[K+:7].[OH2:43]>>[CH3:9][O:10][c:11]1[cH:12][cH:13][c:14](-[n:17]2[n:18][c:19]([O:30][CH2:32][c:33]3[n:34][o:35][cH:36][n:37]3)[n:20][c:21]2-[c:22]2[cH:23][cH:24][c:25]([O:28][CH3:29])[cH:26][cH:27]2)[cH:15][cH:16]1. Reactants: ClC(=O)OCC(C)C (isobutyl chloroformate), C[Si](ON)(C)C (O-(Trimethylsilyl)hydroxylamine), C(C)(C)(C)OC(=O)N1CC(C1)NC(=O)C1=NOC(=N1)[C@@H](CC(=O)O)CCCC1CCCCC1 ((3R)-3-[3-({[1-(tert-butoxycarbonyl)-3-azetidinyl]amino}carbonyl)-1,2,4-oxadiazol-5-yl]-6-cyclohexylhexanoic acid), CN1CCOCC1 (N-methylmorpholine). The solvent is O1CCCC1 (tetrahydrofuran), CO (methanol). Run at time 2 hour. The product is C1(CCCCC1)CCC[C@H](CC(=O)NO)C1=NC(=NO1)C(=O)NC1CN(C1)C(=O)OC(C)(C)C (tert-Butyl 3-{[(5-{(1R)4-cyclohexyl-1-[2-(hydroxyamino)-2-oxoethyl]butyl}-1,2,4-oxadiazol-3-yl)carbonyl]amino}-1-azetidinecarboxylate). Reaction SMILES: [C:1]([O:5][C:6]([N:8]1[CH2:11][CH:10]([NH:12][C:13]([C:15]2[N:19]=[C:18]([C@H:20]([CH2:25][CH2:26][CH2:27][CH:28]3[CH2:33][CH2:32][CH2:31][CH2:30][CH2:29]3)[CH2:21][C:22](O)=[O:23])[O:17][N:16]=2)=[O:14])[CH2:9]1)=[O:7])([CH3:4])([CH3:3])[CH3:2].CN1CCOCC1.ClC(OCC(C)C)=O.C[Si](C)(C)[O:51][NH2:52]>O1CCCC1.CO>[CH:28]1([CH2:27][CH2:26][CH2:25][C@@H:20]([C:18]2[O:17][N:16]=[C:15]([C:13]([NH:12][CH:10]3[CH2:11][N:8]([C:6]([O:5][C:1]([CH3:4])([CH3:3])[CH3:2])=[O:7])[CH2:9]3)=[O:14])[N:19]=2)[CH2:21][C:22]([NH:52][OH:51])=[O:23])[CH2:33][CH2:32][CH2:31][CH2:30][CH2:29]1. Procedure: A solution of (3R)-3-[3-({[1-(tert-butoxycarbonyl)-3-azetidinyl]amino}carbonyl)-1,2,4-oxadiazol-5-yl]-6-cyclohexylhexanoic acid (Preparation 79) (350 mg, 0.75 mmol) and N-methylmorpholine (163 μl, 1.48 mmol) in anhydrous tetrahydrofuran (15 ml) was cooled to 0° C., treated with isobutyl chloroformate (116 μl, 0.89 mmol) and stirred under a nitrogen atmosphere for 2 hours. O-(Trimethylsilyl)hydroxylamine (272 μl, 2.22 mmol) was added and the mixture was stirred for 18 hours, being allowed to warm... Reactants: BrC1=CC=C(C=C1)C1(CC1)C(=O)OC (methyl 1-(4-bromophenyl)cyclopropanecarboxylate), CC1(OB(OC1(C)C)C1=CC=C(C=C1)O)C (4-(4,4,5,5-tetramethyl-1,3,2-dioxaborolan-2-yl)phenol). The product is OC1=CC=C(C=C1)C1=CC=C(C=C1)C1(CC1)C(=O)OC (methyl 1-(4′-hydroxy-1,1′-biphenyl-4-yl)cyclopropanecarboxylate), powder. Yield: 80.0%. As a reaction SMILES: Br[C:2]1[CH:7]=[CH:6][C:5]([C:8]2([C:11]([O:13][CH3:14])=[O:12])[CH2:10][CH2:9]2)=[CH:4][CH:3]=1.CC1(C)C(C)(C)OB([C:23]2[CH:28]=[CH:27][C:26]([OH:29])=[CH:25][CH:24]=2)O1>>[OH:29][C:26]1[CH:27]=[CH:28][C:23]([C:2]2[CH:7]=[CH:6][C:5]([C:8]3([C:11]([O:13][CH3:14])=[O:12])[CH2:10][CH2:9]3)=[CH:4][CH:3]=2)=[CH:24][CH:25]=1. Reported procedure: According to a method similar to Example (8-1), from methyl 1-(4-bromophenyl)cyclopropanecarboxylate (2.96 g, 11.6 mmol) obtained in Example (15-1) and 4-(4,4,5,5-tetramethyl-1,3,2-dioxaborolan-2-yl)phenol (2.55 g, 11.6 mmol), methyl 1-(4′-hydroxy-1,1′-biphenyl-4-yl)cyclopropanecarboxylate was obtained as a white powder (2.49 g, yield: 80%). The reactants are CC(C)N=C=O, NCCn1cc2c(-c3ccc(F)cc3)c(-c3ccncc3)c(-c3ccc(F)cc3)nc2n1, CN(C)C=O. Yields the product CC(C)NC(=O)NCCn1cc2c(-c3ccc(F)cc3)c(-c3ccncc3)c(-c3ccc(F)cc3)nc2n1. As a reaction SMILES: [CH:33]([CH3:34])([CH3:35])[N:36]=[C:37]=[O:38].[NH2:1][CH2:2][CH2:3][n:4]1[n:5][c:6]2[n:7][c:8](-[c:26]3[cH:27][cH:28][c:29]([F:32])[cH:30][cH:31]3)[c:9](-[c:20]3[cH:21][cH:22][n:23][cH:24][cH:25]3)[c:10](-[c:13]3[cH:14][cH:15][c:16]([F:19])[cH:17][cH:18]3)[c:11]2[cH:12]1.[O:39]=[CH:40][N:41]([CH3:42])[CH3:43]>>[NH:1]([CH2:2][CH2:3][n:4]1[n:5][c:6]2[n:7][c:8](-[c:26]3[cH:27][cH:28][c:29]([F:32])[cH:30][cH:31]3)[c:9](-[c:20]3[cH:21][cH:22][n:23][cH:24][cH:25]3)[c:10](-[c:13]3[cH:14][cH:15][c:16]([F:19])[cH:17][cH:18]3)[c:11]2[cH:12]1)[C:37]([NH:36][CH:33]([CH3:34])[CH3:35])=[O:38]. Starting materials: N(=[N+]=[N-])[C@@H]1[C@H](CN(CC1)C(=O)OC(C)(C)C)F (tert-butyl (3S,4S)-4-azido-3-fluoropiperidine-1-carboxylate), 4.4. The reagents and catalysts are [Pd] (Palladium on carbon). Run in CCO (EtOH). The product is N[C@@H]1[C@H](CN(CC1)C(=O)OC(C)(C)C)F (tert-butyl (3S,4S)-4-amino-3-fluoropiperidine-1-carboxylate). As a reaction SMILES: [N:1]([C@H:4]1[CH2:9][CH2:8][N:7]([C:10]([O:12][C:13]([CH3:16])([CH3:15])[CH3:14])=[O:11])[CH2:6][C@@H:5]1[F:17])=[N+]=[N-]>[Pd].CCO>[NH2:1][C@H:4]1[CH2:9][CH2:8][N:7]([C:10]([O:12][C:13]([CH3:15])([CH3:14])[CH3:16])=[O:11])[CH2:6][C@@H:5]1[F:17]. Procedure: Palladium on carbon 10% (0.1 g) was added to a solution of tert-butyl (3S,4S)-4-azido-3-fluoropiperidine-1-carboxylate, 4.4 (0.4 g, 0.00163 mol) dissolved in EtOH (60 mL). The reaction was placed under a hydrogen atmosphere (40 psi pressure) for 16 h. The mixture was filtered through celite-bed and concentrated under reduced pressure to obtain the title compound tert-butyl (3S,4S)-4-amino-3-fluoropiperidine-1-carboxylate, 4.6 (0.4 g crude). Reactants: CO, CC(C)(C)OC(=O)N1CCC(n2c(=O)[nH]c3c(Cl)cccc32)CC1, ClCCl, N. The product is O=c1[nH]c2c(Cl)cccc2n1C1CCNCC1. Reaction SMILES: [CH3:29][OH:30].[Cl:1][c:2]1[cH:3][cH:4][cH:5][c:6]2[n:7]([CH:12]3[CH2:13][CH2:14][N:15]([C:18]([O:19][C:20]([CH3:21])([CH3:22])[CH3:23])=[O:24])[CH2:16][CH2:17]3)[c:8](=[O:11])[nH:9][c:10]12.[Cl:26][CH2:27][Cl:28].[NH3:25]>>[Cl:1][c:2]1[cH:3][cH:4][cH:5][c:6]2[n:7]([CH:12]3[CH2:13][CH2:14][NH:15][CH2:16][CH2:17]3)[c:8](=[O:11])[nH:9][c:10]12. Reactants: CCNCC, CCC12COC(c3ccc(I)cc3)(OC1)OC2, C#C[Si](C)(C)C, [I-]. Product: CCC12COC(c3ccc(C#C[Si](C)(C)C)cc3)(OC1)OC2. As a reaction SMILES: [CH2:25]([NH:26][CH2:27][CH3:28])[CH3:29].[CH2:2]([CH3:3])[C:4]12[CH2:5][O:6][C:7]([c:12]3[cH:13][cH:14][c:15]([I:18])[cH:16][cH:17]3)([O:8][CH2:9]1)[O:10][CH2:11]2.[CH3:19][Si:20]([CH3:21])([CH3:22])[C:23]#[CH:24].[I-:1]>>[CH2:2]([CH3:3])[C:4]12[CH2:5][O:6][C:7]([c:12]3[cH:13][cH:14][c:15]([C:24]#[C:23][Si:20]([CH3:19])([CH3:21])[CH3:22])[cH:16][cH:17]3)([O:8][CH2:9]1)[O:10][CH2:11]2. Reactants: ClC1=C(C(=NC2=CC=C(C=C12)I)OC)CC1=CC(=CC=C1)C(F)(F)F (4-Chloro-6-iodo-2-methoxy-3-(3-(trifluoromethyl)benzyl)quinoline), ClC1=NC2=CC=C(C=C2C(=C1CC1=CC(=CC=C1)C(F)(F)F)Cl)I (2,4-Dichloro-6-iodo-3-(3-(trifluoromethyl)benzyl)quinoline), ClC1=C(C(=NC2=CC=C(C=C12)I)OC)CC1=CC(=CC=C1)C(F)(F)F (4-Chloro-6-iodo-2-methoxy-3-(3-(trifluoromethyl)benzyl)quinoline), ClC1=NC2=CC=C(C=C2C(=C1CC1=CC(=CC=C1)C(F)(F)F)Cl)I (2,4-Dichloro-6-iodo-3-(3-(trifluoromethyl)benzyl)quinoline). Product: ClC1=C(C(=NC2=CC=C(C=C12)I)OC)CC1=C(C=CC=C1)C(F)(F)F (4-Chloro-6-iodo-2-methoxy-3-(2-(trifluoromethyl)benzyl)quinoline). As a reaction SMILES: [Cl:1][C:2]1[C:11]2[C:6](=[CH:7][CH:8]=[C:9]([I:12])[CH:10]=2)[N:5]=[C:4]([O:13][CH3:14])[C:3]=1[CH2:15]C1C=CC=C(C(F)(F)F)C=1.ClC1C(C[C:38]2[CH:43]=[CH:42][CH:41]=[C:40]([C:44]([F:47])([F:46])[F:45])[CH:39]=2)=C(Cl)C2C(=CC=C(I)C=2)N=1>>[Cl:1][C:2]1[C:11]2[C:6](=[CH:7][CH:8]=[C:9]([I:12])[CH:10]=2)[N:5]=[C:4]([O:13][CH3:14])[C:3]=1[CH2:15][C:39]1[CH:38]=[CH:43][CH:42]=[CH:41][C:40]=1[C:44]([F:47])([F:46])[F:45]. Procedure details: The title compound was prepared following the procedure described for the preparation of Intermediate 7: step c, substituting 2,4-dichloro-6-iodo-3-(3-(trifluoromethyl)benzyl)quinoline (Intermediate 7: step b) with 2,4-dichloro-6-iodo-3-(2-(trifluoromethyl)benzyl)quinoline (Intermediate 8: step b).